Dataset: the Open Reaction Database (ORD), a public repository of structured organic reaction records. Task: describe an organic reaction: reactants, conditions, products, and yield Starting materials: CN(C)CC1=C(C(=CC(=C1)CN(C)C)CN(C)C)O (2,4,6-tris(dimethylaminomethyl)phenol), [OH-].[Li+] (lithium hydroxide). Product: CN(C)CC1=C(C(=CC(=C1)CN(C)C)CN(C)C)[O-].[Li+] (lithium 2,4,6-tris(dimethylaminomethyl)phenolate). The yield is 100.1%. As a reaction SMILES: [CH3:1][N:2]([CH2:4][C:5]1[CH:10]=[C:9]([CH2:11][N:12]([CH3:14])[CH3:13])[CH:8]=[C:7]([CH2:15][N:16]([CH3:18])[CH3:17])[C:6]=1[OH:19])[CH3:3].[OH-].[Li+:21]>>[CH3:3][N:2]([CH2:4][C:5]1[CH:10]=[C:9]([CH2:11][N:12]([CH3:13])[CH3:14])[CH:8]=[C:7]([CH2:15][N:16]([CH3:18])[CH3:17])[C:6]=1[O-:19])[CH3:1].[Li+:21] |f:1.2,3.4|. Procedure details: Analogously to Example 19, starting from 53.1 g (0.2 mol) of 2,4,6-tris(dimethylaminomethyl)phenol and 9.2 g (0.2 mol) of lithium hydroxide there are obtained 54.3 g of lithium 2,4,6-tris(dimethylaminomethyl)phenolate in the form of an orange solid of which the elemental analysis is as follows: Product: C(C=C)N(C(OC(C)(C)C)=O)CC(=O)C1=NC=C(C=C1)F (tert-Butyl N-allyl-N-[2-(5-fluoro-2-pyridyl)-2-oxo-ethyl]carbamate). The reactants are C(C=C)N(C(OC(C)(C)C)=O)CC(=O)N(C)OC (tert-Butyl N-allyl-N-[2-[methoxy(methyl)amino]-2-oxo-ethyl]carbamate), Cl (hydrochloric acid), BrC1=NC=C(C=C1)F (2-Bromo-5-fluoro-pyridine), C(C)(C)[Mg]Cl (isopropylmagnesium chloride), solution. Solvent: O1CCCC1 (tetrahydrofuran), C(C)(=O)OCC (ethyl acetate), O1CCCC1 (tetrahydrofuran), O1CCCC1 (tetrahydrofuran). Reaction SMILES: Br[C:2]1[CH:7]=[CH:6][C:5]([F:8])=[CH:4][N:3]=1.C([Mg]Cl)(C)C.[CH2:14]([N:17]([CH2:25][C:26](N(OC)C)=[O:27])[C:18](=[O:24])[O:19][C:20]([CH3:23])([CH3:22])[CH3:21])[CH:15]=[CH2:16].Cl>O1CCCC1.C(OCC)(=O)C>[CH2:14]([N:17]([CH2:25][C:26]([C:2]1[CH:7]=[CH:6][C:5]([F:8])=[CH:4][N:3]=1)=[O:27])[C:18](=[O:24])[O:19][C:20]([CH3:21])([CH3:22])[CH3:23])[CH:15]=[CH2:16]. Procedure: 2-Bromo-5-fluoro-pyridine (2.46 g, 13.98 mmol) in tetrahydrofuran (20 mL) is added drop wise to isopropylmagnesium chloride (15 mL, 30.00 mmol of a 2M solution in tetrahydrofuran) with stirring under nitrogen at room temperature. The resulting reaction mixture is stirred at room temperature for 2 hours. tert-Butyl N-allyl-N-[2-[methoxy(methyl)amino]-2-oxo-ethyl]carbamate (3.4 g, 13.16 mmol) in tetrahydrofuran (15 mL) is then added drop wise at room temperature and the resulting mixture is stirre... Isolated yield 32.8%. Reactants: CSC(=NC#N)SC, CCO, COc1cccnc1CSCCN. The product is COc1cccnc1CSCCN=C(NC#N)SC. Reaction SMILES: [C:14](#[N:15])[N:16]=[C:17]([S:18][CH3:19])[S:20][CH3:21].[CH3:22][CH2:23][OH:24].[NH2:1][CH2:2][CH2:3][S:4][CH2:5][c:6]1[n:7][cH:8][cH:9][cH:10][c:11]1[O:12][CH3:13]>>[N:1]([CH2:2][CH2:3][S:4][CH2:5][c:6]1[n:7][cH:8][cH:9][cH:10][c:11]1[O:12][CH3:13])=[C:17]([NH:16][C:14]#[N:15])[S:18][CH3:19].